Dataset: the Open Reaction Database (ORD), a public repository of structured organic reaction records. Task: describe an organic reaction: reactants, conditions, products, and yield Reactants: ClCCS(=O)(=O)Cl (2-chloroethanesulfonyl chloride), [H-].[Na+] (NaH), ClC=1C=C(OC2=CC=C(C=C2)C=2C(=NC=CC2)N)C=CC1 (3-(4-(3-chlorophenoxy)phenyl)pyridin-2-amine). Solvent: C1CCOC1 (THF), C1CCOC1 (THF). Conditions: time 5 minute. Yields the product ClC=1C=C(OC2=CC=C(C=C2)C2=CC=CN3C2=NS(CC3)(=O)=O)C=CC1 (9-[4-(3-chlorophenoxy)phenyl]-3,4-dihydropyrido[2,1-c][1,2,4]thiadiazine 2,2-dioxide). As a reaction SMILES: [H-].[Na+].Cl[CH2:4][CH2:5][S:6](Cl)(=[O:8])=[O:7].[Cl:10][C:11]1[CH:12]=[C:13]([CH:28]=[CH:29][CH:30]=1)[O:14][C:15]1[CH:20]=[CH:19][C:18]([C:21]2[C:22]([NH2:27])=[N:23][CH:24]=[CH:25][CH:26]=2)=[CH:17][CH:16]=1>C1COCC1>[Cl:10][C:11]1[CH:12]=[C:13]([CH:28]=[CH:29][CH:30]=1)[O:14][C:15]1[CH:20]=[CH:19][C:18]([C:21]2[C:22]3=[N:27][S:6](=[O:8])(=[O:7])[CH2:5][CH2:4][N:23]3[CH:24]=[CH:25][CH:26]=2)=[CH:17][CH:16]=1 |f:0.1|. Reported procedure: To a suspension of NaH (60%, 202 mg) in THF (dry) (10 mL) was added 2-chloroethanesulfonyl chloride (0.319 mL) at 0° C. and the mixture was stirred for 5 min at the same temperature. A solution of 3-(4-(3-chlorophenoxy)phenyl)pyridin-2-amine (300 mg) in THF (dry) (10 mL) was added at 0° C. and the mixture was stirred at room temperature under nitrogen overnight. The mixture was quenched with water at 0° C. carefully. Water was added to form precipitates which were washed with water, hexane and c...